describe an organic reaction: reactants, conditions, products, and yield From a dataset of the Open Reaction Database (ORD), a public repository of structured organic reaction records. Reactants: O1CCCC1 (tetrahydrofuran), CC=1C(=NC=C(C1)C)N1CCN(CC1)C(=O)C1=C(C=C(C=C1)N1C(CC[C@@H]1CO)=O)F ((R)-1-{4-[4-(3,5-dimethylpyridin-2-yl)piperazine-1-carbonyl]-3-fluorophenyl}-5-hydroxymethylpyrrolidin-2-one), [H-].[Na+] (sodium hydride), S(=O)(=O)(OC)C1=CC=C(C)C=C1 (methyl tosylate). Solvent: CN(C=O)C (N,N-dimethylformamide), O (Water). Reaction conditions: time 15 minute. The product is CC=1C(=NC=C(C1)C)N1CCN(CC1)C(=O)C1=C(C=C(C=C1)N1C(CC[C@@H]1COC)=O)F ((R)-1-{4-[4-(3,5-dimethylpyridin-2-yl)piperazine-1-carbonyl]-3-fluorophenyl}-5-methoxymethylpyrrolidin-2-one). As a reaction SMILES: [CH3:1][C:2]1[C:3]([N:9]2[CH2:14][CH2:13][N:12]([C:15]([C:17]3[CH:22]=[CH:21][C:20]([N:23]4[C@@H:27]([CH2:28][OH:29])[CH2:26][CH2:25][C:24]4=[O:30])=[CH:19][C:18]=3[F:31])=[O:16])[CH2:11][CH2:10]2)=[N:4][CH:5]=[C:6]([CH3:8])[CH:7]=1.[H-].[Na+].O1CCC[CH2:35]1.S(C1C=CC(C)=CC=1)(OC)(=O)=O>O.CN(C)C=O>[CH3:1][C:2]1[C:3]([N:9]2[CH2:10][CH2:11][N:12]([C:15]([C:17]3[CH:22]=[CH:21][C:20]([N:23]4[C@@H:27]([CH2:28][O:29][CH3:35])[CH2:26][CH2:25][C:24]4=[O:30])=[CH:19][C:18]=3[F:31])=[O:16])[CH2:13][CH2:14]2)=[N:4][CH:5]=[C:6]([CH3:8])[CH:7]=1 |f:1.2|. Reported procedure: Using (R)-5-hydroxymethylpyrrolidin-2-one (138 mg) and (4-bromo-2-fluorophenyl)[4-(3,5-dimethylpyridin-2-yl)piperazin-1-yl]methanone (392 mg) described in Preparation Example 114 and by the reaction and treatment in the same manner as in Example 1, (R)-1-{4-[4-(3,5-dimethylpyridin-2-yl)piperazine-1-carbonyl]-3-fluorophenyl}-5-hydroxymethylpyrrolidin-2-one (330 mg) was obtained. To a mixture of the obtained (R)-1-{4-[4-(3,5-dimethylpyridin-2-yl)piperazine-1-carbonyl]-3-fluorophenyl}-5-hydroxymeth... Reactants: [Br-].C[N+](CCCNC)(C)C (N,N,N-trimethyl-[3-(methylamino)]-1-propanaminium bromide), BrCCCCl (3-bromo-1-chloropropane), oily product. Run in C(C)#N (acetonitrile). Yields the product [Br-].ClCCCN(C)CCC[N+](C)(C)C (3-[N'-(3-Chloropropyl)-N'-methylamino]-N,N,N-trimethyl-1-propanaminium Bromide). Reaction SMILES: [Br-].[CH3:2][N+:3]([CH3:10])([CH3:9])[CH2:4][CH2:5][CH2:6][NH:7][CH3:8].[Br:11][CH2:12][CH2:13][CH2:14][Cl:15]>C(#N)C>[Br-:11].[Cl:15][CH2:14][CH2:13][CH2:12][N:7]([CH2:6][CH2:5][CH2:4][N+:3]([CH3:10])([CH3:9])[CH3:2])[CH3:8] |f:0.1,4.5|. Procedure: To a stirred solution of 3.02 g. (14.3 mmoles) of N,N,N-trimethyl-[3-(methylamino)]-1-propanaminium bromide in 30 ml. of acetonitrile is added a solution of 2.25 g. (14.3 mmoles) of 3-bromo-1-chloropropane and the mixture is stirred at room temperature under nitrogen for 3.5 hours. The mixture is cooled in an ice-water bath and then the insoluble material is removed by filtration. The filtrate is evaporated and dried in vacuo and is extracted with chloroform. The chloroform extract is evaporated... Reactants: BrC1=CC=NC=C1 (4-bromopyridine), NC1=C(C=C(C=C1)Cl)OC (2-amino-5-chloroanisole), NC1=CC=NC=C1 (4-aminopyridine). Yields the product ClC1=CC(=C(C=C1)NC=1C=NC=CC1)OC (N-(4-chloro-2-methoxyphenyl)pyridin-3-amine). As a reaction SMILES: Br[C:2]1[CH:7]=[CH:6][N:5]=[CH:4][CH:3]=1.[NH2:8][C:9]1[CH:14]=[CH:13][C:12]([Cl:15])=[CH:11][C:10]=1[O:16][CH3:17].NC1C=CN=CC=1>>[Cl:15][C:12]1[CH:13]=[CH:14][C:9]([NH:8][C:3]2[CH:4]=[N:5][CH:6]=[CH:7][CH:2]=2)=[C:10]([O:16][CH3:17])[CH:11]=1. Reported procedure: The title compound was prepared by substituting 4-bromopyridine and 2-amino-5-chloroanisole for Example 189A and 4-aminopyridine, respectively, in Example 191. MS (ESI) m/e 235 (M+H)+. Reactants: C(C)(C)(C)C1=C(C=C(C=C1)C)OCC(CC)O (1-(2-tert-butyl-5-methylphenyloxy)-2-butanol), C(C)(C)(C)C1=C(C=CC=C1)OCC(CC)O (1-(2-tert-butylphenyloxy)-2-butanol). The reagents and catalysts are [Pd] (palladium). Product: C(C)(C)(C)C1C(CC(CC1)C)OCC(CC)O (1-(2-tert-butyl-5-methylcyclohexyloxy)-2-butanol). The yield is 62.9%. RXN SMILES: [C:1]([C:5]1[CH:10]=[CH:9][C:8]([CH3:11])=[CH:7][C:6]=1[O:12][CH2:13][CH:14]([OH:17])[CH2:15][CH3:16])([CH3:4])([CH3:3])[CH3:2].C(C1C=CC=CC=1OCC(O)CC)(C)(C)C>[Pd]>[C:1]([CH:5]1[CH2:10][CH2:9][CH:8]([CH3:11])[CH2:7][CH:6]1[O:12][CH2:13][CH:14]([OH:17])[CH2:15][CH3:16])([CH3:4])([CH3:2])[CH3:3]. Reported procedure: The synthesis was carried out in the same manner as described in Example 3b, except that 50 g (0.21 mol) of 1-(2-tert-butyl-5-methylphenyloxy)-2-butanol were used instead of 50 g (0.23 mol) of 1-(2-tert-butylphenyloxy)-2-butanol and the amount of the same palladium catalyst was increased to 2.5 g to effect the reaction for 4 hours, to obtain 32 g of 1-(2-tert-butyl-5-methylcyclohexyloxy)-2-butanol (bp. 139° to 140° C./3.5 mm Hg) in a 63% yield. Reactants: CN1CC2=C(NC=3C=CC(=CC23)C)CC1 (2,8-dimethyl-2,3,4,5-tetrahydro-1H-pyrido[4,3-b]indole), BrC=1N=CSC1 (4-bromo-thiazole), [O-]P(=O)([O-])[O-].[K+].[K+].[K+] (K3PO4), N1[C@H](C(=O)O)CCC1 (L-Proline). The reagents and catalysts are [Cu]I (CuI). Run in CN(C)C=O (DMF), O (water). The product is CN1CC2=C(N(C=3C=CC(=CC23)C)C=2N=CSC2)CC1 (2,8-dimethyl-5-thiazol-4-yl-2,3,4,5-tetrahydro-1H-pyrido[4,3-b]indole). The yield is 20.8%. RXN SMILES: [CH3:1][N:2]1[CH2:15][CH2:14][C:5]2[NH:6][C:7]3[CH:8]=[CH:9][C:10]([CH3:13])=[CH:11][C:12]=3[C:4]=2[CH2:3]1.Br[C:17]1[N:18]=[CH:19][S:20][CH:21]=1.[O-]P([O-])([O-])=O.[K+].[K+].[K+].N1CCC[C@H]1C(O)=O>CN(C=O)C.O.[Cu]I>[CH3:1][N:2]1[CH2:15][CH2:14][C:5]2[N:6]([C:17]3[N:18]=[CH:19][S:20][CH:21]=3)[C:7]3[CH:8]=[CH:9][C:10]([CH3:13])=[CH:11][C:12]=3[C:4]=2[CH2:3]1 |f:2.3.4.5|. Procedure: A solution of 2,8-dimethyl-2,3,4,5-tetrahydro-1H-pyrido[4,3-b]indole (0.2 g, 1 mmol), 4-bromo-thiazole (0.246 g, 1.5 mmol), K3PO4 (0.636 g, 3 mmol), CuI (19 mg, 0.1 mmol) and L-Proline (23 mg, 0.2 mmol) in dry DMF (5 mL) was stirred at 150° C. for 16 h. The reaction mixture was diluted with water and extracted with EtOAc. The organic layer was dried over anhydrous sodium sulfate and concentrated under reduced pressure to afford crude material, which was purified by reverse phase HPLC to yield 2,... Reactants: C(#C)C=1C(=NOC1C)C1=CC=CC=C1 (4-ethynyl-5-methyl-3-phenyl-isoxazole), BrC1=NC=CC(=C1)CC (2-bromo-4-ethylpyridine). The product is C(C)C1=CC(=NC=C1)C#CC=1C(=NOC1C)C1=CC=CC=C1 (4-Ethyl-2-(5-methyl-3-phenyl-isoxazol-4-ylethynyl)-pyridine). Yield: 51.0%. RXN SMILES: [C:1]([C:3]1[C:4]([C:9]2[CH:14]=[CH:13][CH:12]=[CH:11][CH:10]=2)=[N:5][O:6][C:7]=1[CH3:8])#[CH:2].Br[C:16]1[CH:21]=[C:20]([CH2:22][CH3:23])[CH:19]=[CH:18][N:17]=1>>[CH2:22]([C:20]1[CH:19]=[CH:18][N:17]=[C:16]([C:2]#[C:1][C:3]2[C:4]([C:9]3[CH:14]=[CH:13][CH:12]=[CH:11][CH:10]=3)=[N:5][O:6][C:7]=2[CH3:8])[CH:21]=1)[CH3:23]. Procedure: As described for example 11c, 4-ethynyl-5-methyl-3-phenyl-isoxazole (92 mg, 0.50 mmol) was converted (using 2-bromo-4-ethylpyridine instead of 2-chloro-4-iodopyridine) to the title compound (SiO2, heptane:ethyl acetate=95:5 to 0:100, 74 mg, 51%) which was obtained as a yellow oil. MS: m/e=289.1 [M+H]+. Reactants: C1CNCCN1, Cc1nc(-c2ccccc2)nc2sc3c(Cl)nc(Cl)nc3c12, C1CCOC1. The product is Cc1nc(-c2ccccc2)nc2sc3c(N4CCNCC4)nc(Cl)nc3c12. Reaction SMILES: [CH2:23]1[CH2:24][NH:25][CH2:26][CH2:27][NH:28]1.[Cl:1][c:2]1[n:3][c:4]([Cl:22])[c:5]2[c:6]([n:7]1)[c:8]1[c:9]([n:10][c:11](-[c:15]3[cH:16][cH:17][cH:18][cH:19][cH:20]3)[n:12][c:13]1[CH3:14])[s:21]2.[O:29]1[CH2:30][CH2:31][CH2:32][CH2:33]1>>[Cl:1][c:2]1[n:3][c:4]([N:25]2[CH2:24][CH2:23][NH:28][CH2:27][CH2:26]2)[c:5]2[c:6]([n:7]1)[c:8]1[c:9]([n:10][c:11](-[c:15]3[cH:16][cH:17][cH:18][cH:19][cH:20]3)[n:12][c:13]1[CH3:14])[s:21]2. Reactants: C1(=C(C=CC=C1)NNC=1SCCN1)C (2-(o-tolylhydrazino)-2-thiazoline). Reagents/catalysts: [Ag]=O (silver oxide). Run in C(C)(=O)OCC (ethyl acetate). Reaction conditions: time 18 hour. Yields the product C1(=C(C=CC=C1)N=NC=1SCCN1)C (2-(o-Tolylazo)-2-Thiazoline). RXN SMILES: [C:1]1([CH3:14])[CH:6]=[CH:5][CH:4]=[CH:3][C:2]=1[NH:7][NH:8][C:9]1[S:10][CH2:11][CH2:12][N:13]=1>[Ag]=O.C(OCC)(=O)C>[C:1]1([CH3:14])[CH:6]=[CH:5][CH:4]=[CH:3][C:2]=1[N:7]=[N:8][C:9]1[S:10][CH2:11][CH2:12][N:13]=1. Procedure: To a stirred solution of 8.0 g. 2-(o-tolylhydrazino)-2-thiazoline in 400 ml. of ethyl acetate is added 4.0 g. of silver oxide. The reaction mixture is stirred for 18 hours at room temperature and filtered. The filtrate is evaporated to dryness in vacuo and the residue recrystallized from aqueous ethanol affording 6.7 g. of 2-(o-tolylazo)-2-thiazoline, m.p. 79°-80° C.